Dataset: the Open Reaction Database (ORD), a public repository of structured organic reaction records. Task: describe an organic reaction: reactants, conditions, products, and yield Reactants: CN(C)Cc1ccc(-n2nc(C(C)(C)C)cc2N)cc1, O=C(O)Cc1ccc(-n2cnc3cccnc32)cc1. Yields the product CN(C)Cc1ccc(-n2nc(C(C)(C)C)cc2NC(=O)Cc2ccc(-n3cnc4cccnc43)cc2)cc1. Reaction SMILES: [C:20]([CH3:21])([CH3:22])([CH3:23])[c:24]1[cH:25][c:26]([NH2:39])[n:27](-[c:29]2[cH:30][cH:31][c:32]([CH2:35][N:36]([CH3:37])[CH3:38])[cH:33][cH:34]2)[n:28]1.[n:1]1[cH:2][n:3](-[c:10]2[cH:11][cH:12][c:13]([CH2:16][C:17](=[O:18])[OH:19])[cH:14][cH:15]2)[c:4]2[n:5][cH:6][cH:7][cH:8][c:9]12>>[n:1]1[cH:2][n:3](-[c:10]2[cH:11][cH:12][c:13]([CH2:16][C:17](=[O:19])[NH:39][c:26]3[cH:25][c:24]([C:20]([CH3:21])([CH3:22])[CH3:23])[n:28][n:27]3-[c:29]3[cH:30][cH:31][c:32]([CH2:35][N:36]([CH3:37])[CH3:38])[cH:33][cH:34]3)[cH:14][cH:15]2)[c:4]2[n:5][cH:6][cH:7][cH:8][c:9]12.